This data is from the Open Reaction Database (ORD), a public repository of structured organic reaction records. The task is: describe an organic reaction: reactants, conditions, products, and yield The reactants are [H-].[H-].[H-].[H-].[Li+].[Al+3] (LiAlH4), C(C)(C)OC(C1=C(N=C(C=C1OC(C)C)Cl)C)=O (6-chloro-4-isopropoxy-2-methyl-nicotinic acid isopropyl ester), O=S(Cl)Cl (SOCl2), C(=O)([O-])[O-].[Cs+].[Cs+] (Cs2CO3), C1=C(O)C(C)=CC=C1C(C)C (carvacrol). Solvent: O (water), C(Cl)Cl (CH2Cl2), C1CCOC1 (THF). Conditions: time 3 hour. The product is ClC1=CC(=C(C(=N1)C)COC1=C(C=CC(=C1)C(C)C)C)OC(C)C (6-chloro-4-isopropoxy-3-(5-isopropyl-2-methyl-phenoxymethyl)-2-methyl-pyridine). As a reaction SMILES: [H-].[H-].[H-].[H-].[Li+].[Al+3].C(O[C:11](=O)[C:12]1[C:17]([O:18][CH:19]([CH3:21])[CH3:20])=[CH:16][C:15]([Cl:22])=[N:14][C:13]=1[CH3:23])(C)C.O=S(Cl)Cl.C([O-])([O-])=O.[Cs+].[Cs+].[CH:35]1[C:42]([CH:43]([CH3:45])[CH3:44])=[CH:41][CH:40]=[C:38]([CH3:39])[C:36]=1[OH:37]>C1COCC1.C(Cl)Cl.O>[Cl:22][C:15]1[N:14]=[C:13]([CH3:23])[C:12]([CH2:11][O:37][C:36]2[CH:35]=[C:42]([CH:43]([CH3:45])[CH3:44])[CH:41]=[CH:40][C:38]=2[CH3:39])=[C:17]([O:18][CH:19]([CH3:21])[CH3:20])[CH:16]=1 |f:0.1.2.3.4.5,8.9.10|. Procedure: LiAlH4 (14 mL of 1 M solution in THF, 14 mmol) is added to a solution of 6-chloro-4-isopropoxy-2-methyl-nicotinic acid isopropyl ester (2.0 g, 7.4 mmol) in THF (10 mL) at 0° C. The mixture is stirred for 3 hours at ambient temperature. After quenching with water, the mixture is extracted with EtOAc. The combined extracts are washed with saturated brine, dried (Na2SO4), and concentrated to give the crude alcohol as a colorless oil which is dissolved in CH2Cl2 (10 mL) and treated with SOCl2 (2.7 m... Starting materials: BrC=1C=C(C(=NC1)C(CNC(C1=C(C=CC=C1)C(F)(F)F)=O)=NOC)Cl (N-[2-(5-bromo-3-chloropyridin-2-yl)-2-(methoxyimino)ethyl]-2-(trifluoromethyl)benzamide), COC=1C=CC(=CC1)P2(=S)SP(=S)(S2)C=3C=CC(=CC3)OC (Lawesson's Reagent), [OH-].[Na+] (sodium hydroxide). Solvent: O1CCOCC1 (1,4-dioxane). Conditions: temperature 80 celsius, time 3 hour. Product: BrC=1C=C(C(=NC1)C(CNC(C1=C(C=CC=C1)C(F)(F)F)=S)=NOC)Cl (N-[2-(5-bromo-3-chloropyridin-2-yl)-2-(methoxyimino)ethyl]-2-(trifluoromethyl)benzthioamide). Isolated yield 57.8%. As a reaction SMILES: [Br:1][C:2]1[CH:3]=[C:4]([Cl:26])[C:5]([C:8](=[N:23][O:24][CH3:25])[CH2:9][NH:10][C:11](=O)[C:12]2[CH:17]=[CH:16][CH:15]=[CH:14][C:13]=2[C:18]([F:21])([F:20])[F:19])=[N:6][CH:7]=1.COC1C=CC(P2(SP(C3C=CC(OC)=CC=3)(=S)S2)=[S:36])=CC=1.[OH-].[Na+]>O1CCOCC1>[Br:1][C:2]1[CH:3]=[C:4]([Cl:26])[C:5]([C:8](=[N:23][O:24][CH3:25])[CH2:9][NH:10][C:11](=[S:36])[C:12]2[CH:17]=[CH:16][CH:15]=[CH:14][C:13]=2[C:18]([F:21])([F:20])[F:19])=[N:6][CH:7]=1 |f:2.3|. Reported procedure: To 222 mg of the N-[2-(5-bromo-3-chloropyridin-2-yl)-2-(methoxyimino)ethyl]-2-(trifluoromethyl)benzamide prepared in Step 4 in Synthetic Example 20 in 5 ml of 1,4-dioxane, 200 mg of Lawesson's Reagent (2,4-bis(4-methoxyphenyl)-1,3-dithia-2,4-diphosphetane-2,4-disulfide) was added, and the mixture was stirred at 80° C. for 3 hours and then at room temperature for 12 hours. After completion of the reaction, the reaction mixture was mixed with 40 ml of 0.05M aqueous sodium hydroxide and extracted w... Reactants: Fc1cccc(F)c1OCCBr, O=C([O-])[O-], CC#N, COc1ccc2ncc(Cl)c(CCCC3(C(=O)OCc4ccccc4)CCNCC3)c2c1, [I-], [K+], [K+], [K+]. Yields the product COc1ccc2ncc(Cl)c(CCCC3(C(=O)OCc4ccccc4)CCN(CCOc4c(F)cccc4F)CC3)c2c1. As a reaction SMILES: [Br:33][CH2:34][CH2:35][O:36][c:37]1[c:38]([F:44])[cH:39][cH:40][cH:41][c:42]1[F:43].[C:47](=[O:48])([O-:49])[O-:50].[CH3:53][C:54]#[N:55].[Cl:1][c:2]1[cH:3][n:4][c:5]2[cH:6][cH:7][c:8]([O:31][CH3:32])[cH:9][c:10]2[c:11]1[CH2:12][CH2:13][CH2:14][C:15]1([C:21](=[O:22])[O:23][CH2:24][c:25]2[cH:26][cH:27][cH:28][cH:29][cH:30]2)[CH2:16][CH2:17][NH:18][CH2:19][CH2:20]1.[I-:46].[K+:45].[K+:51].[K+:52]>>[Cl:1][c:2]1[cH:3][n:4][c:5]2[cH:6][cH:7][c:8]([O:31][CH3:32])[cH:9][c:10]2[c:11]1[CH2:12][CH2:13][CH2:14][C:15]1([C:21](=[O:22])[O:23][CH2:24][c:25]2[cH:26][cH:27][cH:28][cH:29][cH:30]2)[CH2:16][CH2:17][N:18]([CH2:34][CH2:35][O:36][c:37]2[c:38]([F:44])[cH:39][cH:40][cH:41][c:42]2[F:43])[CH2:19][CH2:20]1. The reactants are C(=O)(C(F)(F)F)O (TFA), N=1C=C(N2C1C=CC=C2)C(=O)NC=2C=C(C=CC2C)NC(OC(C)(C)C)=O (tert-butyl 3-(imidazo[1,2-a]pyridine-3-carboxamido)-4-methylphenylcarbamate). The solvent is S(C)C (Me2S), ClCCl (dichloromethane). Yields the product NC=1C=CC(=C(C1)NC(=O)C1=CN=C2N1C=CC=C2)C (N-(5-amino-2-methylphenyl)imidazo[1,2-a]pyridine-3-carboxamide). As a reaction SMILES: C(O)(C(F)(F)F)=O.[N:8]1[CH:9]=[C:10]([C:17]([NH:19][C:20]2[CH:21]=[C:22]([NH:27]C(=O)OC(C)(C)C)[CH:23]=[CH:24][C:25]=2[CH3:26])=[O:18])[N:11]2[CH:16]=[CH:15][CH:14]=[CH:13][C:12]=12>S(C)C.ClCCl>[NH2:27][C:22]1[CH:23]=[CH:24][C:25]([CH3:26])=[C:20]([NH:19][C:17]([C:10]2[N:11]3[CH:16]=[CH:15][CH:14]=[CH:13][C:12]3=[N:8][CH:9]=2)=[O:18])[CH:21]=1. Reported procedure: TFA (50 mL) was added to a stirred suspension of tert-butyl 3-(imidazo[1,2-a]pyridine-3-carboxamido)-4-methylphenylcarbamate (66) in Me2S (5 mL) and dichloromethane (10 mL). After 2 hours the solution was evaporated and partitioned with dichloromethane and saturated NaHCO3. The aqueous layer was extracted several times with dichloromethane and the combined organic layers were dried over Na2SO4. N-(5-amino-2-methylphenyl)imidazo[1,2-a]pyridine-3-carboxamide (67) was isolated and used without furt... Reactants: CC(=O)OC(C)=O, CCOC(C)=O, NCCn1cncc1-c1ccnc(Nc2cccc(Cl)c2)n1, c1ccncc1. Product: CC(=O)NCCn1cncc1-c1ccnc(Nc2cccc(Cl)c2)n1. Reaction SMILES: [CH3:1][C:2]([O:3][C:5]([CH3:6])=[O:7])=[O:4].[CH3:36][CH2:37][O:38][C:39]([CH3:40])=[O:41].[NH2:8][CH2:9][CH2:10][n:11]1[cH:12][n:13][cH:14][c:15]1-[c:16]1[n:17][c:18]([NH:22][c:23]2[cH:24][c:25]([Cl:29])[cH:26][cH:27][cH:28]2)[n:19][cH:20][cH:21]1.[cH:30]1[cH:31][cH:32][n:33][cH:34][cH:35]1>>[C:5]([CH3:6])(=[O:7])[NH:8][CH2:9][CH2:10][n:11]1[cH:12][n:13][cH:14][c:15]1-[c:16]1[n:17][c:18]([NH:22][c:23]2[cH:24][c:25]([Cl:29])[cH:26][cH:27][cH:28]2)[n:19][cH:20][cH:21]1. The reactants are CCCCCC (hexane), C=CC(C)=C (isoprene), [Nd] (neodymium), CCCCCC (hexane), C=CC=C (butadiene). Solvent: C(C)O (ethanol). Yields the product C=CC=C.C=CC(C)=C (butadiene isoprene). Isolated yield 92.7%. RXN SMILES: [CH3:1][CH2:2][CH2:3][CH2:4]CC.C=CC=C.[CH2:11]=[CH:12][C:13](=[CH2:15])[CH3:14].[Nd]>C(O)C>[CH2:1]=[CH:2][CH:3]=[CH2:4].[CH2:11]=[CH:12][C:13](=[CH2:14])[CH3:15] |f:5.6|. Procedure details: Under nitrogen, at 20° C., 2,000 g of hexane, 162 g (3 mol) hexane solution of butadiene, 204 g (3 mol) isoprene, and 204 ml neodymium-based catalyst prepared in the example above were added into a 5 L polymerization vessel, and agitated and the reaction was maintained for 2 h. The resulting polymer mixture was discharged from the vessel and 100 ml of ethanol solution was added to terminate the reaction. The resulting polymer mixture was then precipitated, washed, and dried, to obtain 340 g of a... Starting materials: NN (hydrazine), O(C1=CC=CC=C1)CC1CN(CCC1)CCCN1C(C2=CC=CC=C2C1=O)=O (2-{3-[3-(phenoxymethyl)-1-piperidyl]propyl}-1H-isoindole-1,3(2H)-dione). The solvent is CCO (EtOH). Reaction conditions: time 3 hour. Yields the product O(C1=CC=CC=C1)CC1CN(CCC1)CCCN (3-(Phenoxymethyl)-1-piperidinepropanamine). Yield: 61.7%. RXN SMILES: NN.[O:3]([CH2:10][CH:11]1[CH2:16][CH2:15][CH2:14][N:13]([CH2:17][CH2:18][CH2:19][N:20]2C(=O)C3C(=CC=CC=3)C2=O)[CH2:12]1)[C:4]1[CH:9]=[CH:8][CH:7]=[CH:6][CH:5]=1>CCO>[O:3]([CH2:10][CH:11]1[CH2:16][CH2:15][CH2:14][N:13]([CH2:17][CH2:18][CH2:19][NH2:20])[CH2:12]1)[C:4]1[CH:5]=[CH:6][CH:7]=[CH:8][CH:9]=1. Procedure details: 2.9 ml (0.06 mol) of hydrazine are added to 11.3 g (0.03 mol) of 2-{3-[3-(phenoxymethyl)-1-piperidyl]propyl}-1H-isoindole-1,3(2H)-dione in 226 ml of EtOH. The mixture is heated to the refluxing temperature while stirring for 3 h. It is left to cool and filtered, the filter is rinsed with EtOH and the filtrate is concentrated. The residue is taken up with ether. The filtrate is concentrated and 4.6 g of yellow oil are obtained. Reactants: IC (Iodomethane), BrC=1C=CC=2C=3C(CNC2C1)=C(ON3)C3=C(C(=NO3)C3=CC=CC=C3)C(F)(F)F (7-bromo-3-(3-phenyl-4-(trifluoromethyl)isoxazol-5-yl)-4,5-dihydroisoxazolo[4,3-c]quinoline), [H-].[Na+] (sodium hydride). Solvent: C1CCOC1 (THF). Reaction conditions: time 8 hour. Yields the product BrC=1C=CC=2C=3C(CN(C2C1)C)=C(ON3)C3=C(C(=NO3)C3=CC=CC=C3)C(F)(F)F (7-bromo-5-methyl-3-(3-phenyl-4-(trifluoromethyl)isoxazol-5-yl)-4,5-dihydroisoxazolo[4,3-c]quinoline). Yield: 77.8%. As a reaction SMILES: I[CH3:2].[Br:3][C:4]1[CH:5]=[CH:6][C:7]2[C:8]3[C:9](=[C:14]([C:17]4[O:21][N:20]=[C:19]([C:22]5[CH:27]=[CH:26][CH:25]=[CH:24][CH:23]=5)[C:18]=4[C:28]([F:31])([F:30])[F:29])[O:15][N:16]=3)[CH2:10][NH:11][C:12]=2[CH:13]=1.[H-].[Na+]>C1COCC1>[Br:3][C:4]1[CH:5]=[CH:6][C:7]2[C:8]3[C:9](=[C:14]([C:17]4[O:21][N:20]=[C:19]([C:22]5[CH:27]=[CH:26][CH:25]=[CH:24][CH:23]=5)[C:18]=4[C:28]([F:31])([F:29])[F:30])[O:15][N:16]=3)[CH2:10][N:11]([CH3:2])[C:12]=2[CH:13]=1 |f:2.3|. Procedure: Iodomethane (0.020 mL, 0.325 mmol) was slowly added to a stirred mixture of 7-bromo-3-(3-phenyl-4-(trifluoromethyl)isoxazol-5-yl)-4,5-dihydroisoxazolo[4,3-c]quinoline (Preparation 77D, 0.050 g, 0.108 mmol) and sodium hydride (2.60 mg, 0.108 mmol) in THF (5.0 mL) at room temperature. The reaction mixture was stirred at room temperature overnight. The reaction mixture was quenched with 1 N aqueous hydrochloric acid (10 mL) and extracted with ethyl acetate (3×25 mL). The ethyl acetate extract was d... Run at temperature 70 celsius. The product is O.C(=O)(O)[C@H](O)[C@@H](O)C(=O)O.ClC=1C=C(C=NC1Cl)N1C[C@@H]2CN[C@@H]2C1 ((1S,5S)-3-(5,6-Dichloro-pyridin-3-yl)-3,6-diaza-bicyclo[3.2.0]heptane (L)-tartrate monohydrate). As a reaction SMILES: [C:1]([C@@H:4]([C@H:6]([C:8]([OH:10])=[O:9])[OH:7])[OH:5])([OH:3])=[O:2].[Cl:11][C:12]1[CH:13]=[C:14]([N:19]2[CH2:25][C@@H:24]3[C@@H:21]([CH2:22][NH:23]3)[CH2:20]2)[CH:15]=[N:16][C:17]=1[Cl:18]>O>[OH2:2].[C:1]([C@@H:4]([C@H:6]([C:8]([OH:10])=[O:9])[OH:7])[OH:5])([OH:3])=[O:2].[Cl:11][C:12]1[CH:13]=[C:14]([N:19]2[CH2:25][C@@H:24]3[C@@H:21]([CH2:22][NH:23]3)[CH2:20]2)[CH:15]=[N:16][C:17]=1[Cl:18] |f:0.1,3.4.5|. The solvent is O (water). Procedure details: A solution of the product of Example 12 (100 mg) in water (2 mL) was obtained by sonicating for 30 seconds followed by heating to 70° C. This solution was cooled to room temperature and then cooled in a methanol/dry-ice bath. After solids crystallized the slurry was stirred at 30° C. and then the mixture filtered to provide a white solid. Starting materials: C(=O)(O)[C@H](O)[C@@H](O)C(=O)O.ClC=1C=C(C=NC1Cl)N1C[C@@H]2CN[C@@H]2C1 ((1S,5S)-3-(5,6-Dichloro-pyridin-3-yl)-3,6-diaza-bicyclo[3.2.0]heptane (L)-tartrate). Starting materials: ClCCl, CN(C)CCN(C)C, CCOC(C)=O, O=C1CCCC2CCCC(c3ccccc3F)N12, C[Si](C)(C)I, I, [Na+], [Na+], O=S([O-])([O-])=S. Product: O=C1C(I)CCC2CCCC(c3ccccc3F)N12. RXN SMILES: [CH2:40]([Cl:41])[Cl:42].[CH3:24][N:25]([CH3:26])[CH2:27][CH2:28][N:29]([CH3:30])[CH3:31].[CH3:43][CH2:44][O:45][C:46](=[O:47])[CH3:48].[F:6][c:7]1[c:8]([CH:13]2[N:14]3[C:15](=[O:23])[CH2:16][CH2:17][CH2:18][CH:19]3[CH2:20][CH2:21][CH2:22]2)[cH:9][cH:10][cH:11][cH:12]1.[I:1][Si:2]([CH3:3])([CH3:4])[CH3:5].[I:32].[Na+:38].[Na+:39].[S:33]([O-:34])([O-:35])(=[O:36])=[S:37]>>[I:1][CH:16]1[C:15](=[O:23])[N:14]2[CH:13]([c:8]3[c:7]([F:6])[cH:12][cH:11][cH:10][cH:9]3)[CH2:22][CH2:21][CH2:20][CH:19]2[CH2:18][CH2:17]1.